Dataset: the Open Reaction Database (ORD), a public repository of structured organic reaction records. Task: describe an organic reaction: reactants, conditions, products, and yield As a reaction SMILES: [CH3:1][C:2]1([CH3:21])[C:10]2[CH:9]=[C:8]3[NH:11][C:12](=O)[NH:13][C:7]3=[CH:6][C:5]=2[N:4]([CH2:15][CH2:16][CH2:17][CH2:18][CH3:19])[C:3]1=[O:20].P(Cl)(Cl)([Cl:24])=O>>[Cl:24][C:12]1[NH:11][C:8]2=[CH:9][C:10]3[C:2]([CH3:21])([CH3:1])[C:3](=[O:20])[N:4]([CH2:15][CH2:16][CH2:17][CH2:18][CH3:19])[C:5]=3[CH:6]=[C:7]2[N:13]=1. Procedure: 7,7-Dimethyl-5-pentyl-5,7-dihydro-1H,3H-imidazo[4,5-f]indole-2,6-dione (3.80 g) is suspended in phosphoryl chloride (39 ml) and heated under reflux for 5 h. After re-cooling to RT the dark reaction mixture is poured into ice-water (1 l) and heavily stirred. The aqueous phase is made alkaline and extracted with CH2Cl2. The combined organic layer is washed with brine, dried over MgSO4 and evaporated to give F1 (2.85 g) as a dark oil. Yields the product ClC1=NC=2C(=CC=3C(C(N(C3C2)CCCCC)=O)(C)C)N1 (2-Chloro-7,7-dimethyl-5-pentyl-5,7-dihydro-1H-imidazo[4,5-f]indol-6-one). Reactants: CC1(C(N(C=2C=C3C(=CC12)NC(N3)=O)CCCCC)=O)C (7,7-Dimethyl-5-pentyl-5,7-dihydro-1H,3H-imidazo[4,5-f]indole-2,6-dione), ice water, P(=O)(Cl)(Cl)Cl (phosphoryl chloride). Reactants: C(C)OCC (diethyl ether), C([O-])([O-])=O.[K+].[K+] (Potassium carbonate), C(C1=CC(OC)=C(O)C=C1)(=O)OCC (ethyl vanillate), CS(=O)(=O)OCC(F)(F)F (2,2,2-Trifluoroethyl methanesulphonate). Solvent: CN(C=O)C (dimethylformamide). Reaction conditions: temperature 120 celsius. The product is FC(COC1=C(C=C(C(=O)OCC)C=C1)OC)(F)F (ethyl 4-(2,2,2-trifluoroethoxy)-3-methoxybenzoate). Yield: 51.5%. RXN SMILES: C(=O)([O-])[O-].[K+].[K+].[C:7]([O:18][CH2:19][CH3:20])(=[O:17])[C:8]1[CH:16]=[CH:15][C:13]([OH:14])=[C:10]([O:11][CH3:12])[CH:9]=1.CS(O[CH2:26][C:27]([F:30])([F:29])[F:28])(=O)=O.C(OCC)C>CN(C)C=O>[F:28][C:27]([F:30])([F:29])[CH2:26][O:14][C:13]1[CH:15]=[CH:16][C:8]([C:7]([O:18][CH2:19][CH3:20])=[O:17])=[CH:9][C:10]=1[O:11][CH3:12] |f:0.1.2|. Procedure details: Potassium carbonate (62.2 g, 450 mmol) was added to a solution of ethyl vanillate (58.9 g, 300 mmol) in dimethylformamide (400 ml) and the reaction heated to 120° C. 2,2,2-Trifluoroethyl methanesulphonate (63.4 g, 360 mmol) was added over 15 minutes and the reaction heated at 120° C. for 15 hours. The reaction was cooled to ambient temperature, diethyl ether (400 ml) was added and the reaction was filtered. The filtrate was evaporated in vacuo and the residue was taken up in a mixture of diethyl... RXN SMILES: [C:28](=[O:29])([O-:30])[O-:31].[CH3:1][C:2]([CH3:3])=[O:4].[K+:32].[K+:33].[OH2:34].[s:5]1[c:6]([CH2:14][O:15][c:16]2[cH:17][c:18]([CH3:27])[c:19]([NH:22][C:23]([O:24][CH3:25])=[O:26])[cH:20][cH:21]2)[n:7][c:8]2[c:9]1[cH:10][cH:11][cH:12][cH:13]2>>[CH2:2]([OH:4])[N:22]([c:19]1[c:18]([CH3:27])[cH:17][c:16]([O:15][CH2:14][c:6]2[s:5][c:9]3[c:8]([n:7]2)[cH:13][cH:12][cH:11][cH:10]3)[cH:21][cH:20]1)[C:23]([O:24][CH3:25])=[O:26]. Starting materials: O=C([O-])[O-], CC(C)=O, [K+], [K+], O, COC(=O)Nc1ccc(OCc2nc3ccccc3s2)cc1C. Product: COC(=O)N(CO)c1ccc(OCc2nc3ccccc3s2)cc1C. Reactants: C=CC=CC(C)C(OCc1ccc(OC)cc1)C(C)C(CCC(C)CC(C)C(O[Si](C)(C)C(C)(C)C)C(C)C=CC(CC(O[Si](C)(C)C(C)(C)C)C(C)C=CCOC(c1ccccc1)(c1ccccc1)c1ccccc1)O[Si](C)(C)C(C)(C)C)O[Si](C)(C)C(C)(C)C, CO, ClCCl. Yields the product C=CC=CC(C)C(OCc1ccc(OC)cc1)C(C)C(CCC(C)CC(C)C(O[Si](C)(C)C(C)(C)C)C(C)C=CC(CC(O[Si](C)(C)C(C)(C)C)C(C)C=CCO)O[Si](C)(C)C(C)(C)C)O[Si](C)(C)C(C)(C)C. RXN SMILES: [CH3:1][O:2][c:3]1[cH:4][cH:5][c:6]([CH2:7][O:8][CH:9]([CH:10]([CH:11]([CH2:12][CH2:13][CH:14]([CH2:15][CH:16]([CH:17]([CH:18]([CH:19]=[CH:20][CH:21]([CH2:22][CH:23]([CH:24]([CH:25]=[CH:26][CH2:27][O:28][C:29]([c:30]2[cH:31][cH:32][cH:33][cH:34][cH:35]2)([c:36]2[cH:37][cH:38][cH:39][cH:40][cH:41]2)[c:42]2[cH:43][cH:44][cH:45][cH:46][cH:47]2)[CH3:48])[O:49][Si:50]([CH3:51])([CH3:52])[C:53]([CH3:54])([CH3:55])[CH3:56])[O:57][Si:58]([CH3:59])([CH3:60])[C:61]([CH3:62])([CH3:63])[CH3:64])[CH3:65])[O:66][Si:67]([CH3:68])([CH3:69])[C:70]([CH3:71])([CH3:72])[CH3:73])[CH3:74])[CH3:75])[O:76][Si:77]([CH3:78])([CH3:79])[C:80]([CH3:81])([CH3:82])[CH3:83])[CH3:84])[CH:85]([CH:86]=[CH:87][CH:88]=[CH2:89])[CH3:90])[cH:91][cH:92]1.[CH3:96][OH:97].[Cl:93][CH2:94][Cl:95]>>[CH3:1][O:2][c:3]1[cH:4][cH:5][c:6]([CH2:7][O:8][CH:9]([CH:10]([CH:11]([CH2:12][CH2:13][CH:14]([CH2:15][CH:16]([CH:17]([CH:18]([CH:19]=[CH:20][CH:21]([CH2:22][CH:23]([CH:24]([CH:25]=[CH:26][CH2:27][OH:28])[CH3:48])[O:49][Si:50]([CH3:51])([CH3:52])[C:53]([CH3:54])([CH3:55])[CH3:56])[O:57][Si:58]([CH3:59])([CH3:60])[C:61]([CH3:62])([CH3:63])[CH3:64])[CH3:65])[O:66][Si:67]([CH3:68])([CH3:69])[C:70]([CH3:71])([CH3:72])[CH3:73])[CH3:74])[CH3:75])[O:76][Si:77]([CH3:78])([CH3:79])[C:80]([CH3:81])([CH3:82])[CH3:83])[CH3:84])[CH:85]([CH:86]=[CH:87][CH:88]=[CH2:89])[CH3:90])[cH:91][cH:92]1. Starting materials: ClC(CCO)C(C)=O (3-chloro-3-acetylpropanol), S1C(=CC=C1)CC(=O)[O-].[K+] (potassium thiolacetate), CC(=O)C (acetone). Product: C(C)(=S)OC1=C(OCC1)C (3-thioacetoxy-2-methyl-4,5-dihydrofuran). Reaction SMILES: Cl[CH:2]([C:6](=[O:8])[CH3:7])[CH2:3][CH2:4]O.[S:9]1C=CC=C1CC([O-])=O.[K+].[CH3:19][C:20](C)=[O:21]>>[C:20]([O:21][C:2]1[CH2:3][CH2:4][O:8][C:6]=1[CH3:7])(=[S:9])[CH3:19] |f:1.2|. Procedure details: 13.65 g (0.1 m) of 3-chloro-3-acetylpropanol (b.p. 90°-110° C/2 mmHG; nD20 1.4740) prepared according to the method described by J. R. Stevens and G. A. Stein, J. Am. Chem. Soc. 62, 1045 (1940), were refluxed with 18.6 g (0.15 m) potassium thiolacetate in 100 ml of acetone for about 2 hours. After cooling the reaction mixture was filtered and the filtrate evaporated to dryness and the residue dissolved in water. The aqueous solution was extracted five times with chloroform and the combined extra... The reactants are ClCC(C)C1=CC=C(C=C1)[N+](=O)[O-] (4(1-chloromethyl-ethyl)-nitrobenzene), [Sb](Cl)(Cl)Cl (antimony trichloride), II (iodine), P(Cl)(Cl)Cl (PCl3), ClCl (chlorine). Product: ClC=1C=C(C=CC1C(C)CCl)[N+](=O)[O-] (3-Chloro-4(1-chloromethyl-ethyl)-nitrobenzene). RXN SMILES: [Cl:1][CH2:2][CH:3]([C:5]1[CH:10]=[CH:9][C:8]([N+:11]([O-:13])=[O:12])=[CH:7][CH:6]=1)[CH3:4].[Sb](Cl)(Cl)[Cl:15].II.P(Cl)(Cl)Cl.ClCl>>[Cl:15][C:6]1[CH:7]=[C:8]([N+:11]([O-:13])=[O:12])[CH:9]=[CH:10][C:5]=1[CH:3]([CH2:2][Cl:1])[CH3:4]. Procedure details: 24 g (0.12 Mol) of 4(1-chloromethyl-ethyl)-nitrobenzene, 1 g of antimony trichloride, 50 mg of iodine and 16 mg of PCl3 are gradually warmed to 60°. Through the resulting homogeneous syrup a current of dry chlorine is passed at such a rate that the temperature inside the flask does not rise above 70°. When little more than the theoretical amount of chlorine is absorbed (5.3 g/20 minutes) the brown reaction mixture is cooled to ambient temperature and then taken up in 125 ml of toluene. The tolue... The reactants are C(C)(=O)O[BH-](OC(C)=O)OC(C)=O.[Na+] (sodium triacetoxyborohydride), COC(=O)C1C2=C(CCN1)C=C(C=C2)O.Cl (7-hydroxy-1,2,3,4-tetrahydro-3-isoquinoline-4-carboxylic acid methyl ester hydrochloride), C(=O)C1=CC=C(C=C1)[C@H](C)NC(C)=O ((S)—N-(1-(4-Formylphenyl)ethyl)acetamide), CC(=O)O (AcOH). Solvent: C1CCOC1 (THF). Run at time 10 minute. The product is COC(=O)C1N(CCC2=CC(=CC=C12)O)CC1=CC=C(C=C1)[C@H](C)NC(C)=O (2-[4-((S)-1-Acetylamino-ethyl)-benzyl]-6-hydroxy-1,2,3,4-tetrahydro-isoquinoline-1-carboxylic acid methyl ester). Reaction SMILES: [CH3:1][O:2][C:3]([CH:5]1[NH:10][CH2:9][CH2:8][C:7]2[CH:11]=[C:12]([OH:15])[CH:13]=[CH:14][C:6]1=2)=[O:4].Cl.[CH:17]([C:19]1[CH:24]=[CH:23][C:22]([C@@H:25]([NH:27][C:28](=[O:30])[CH3:29])[CH3:26])=[CH:21][CH:20]=1)=O.CC(O)=O.C(O[BH-](OC(=O)C)OC(=O)C)(=O)C.[Na+]>C1COCC1>[CH3:1][O:2][C:3]([CH:5]1[C:6]2[C:7](=[CH:11][C:12]([OH:15])=[CH:13][CH:14]=2)[CH2:8][CH2:9][N:10]1[CH2:17][C:19]1[CH:20]=[CH:21][C:22]([C@@H:25]([NH:27][C:28](=[O:30])[CH3:29])[CH3:26])=[CH:23][CH:24]=1)=[O:4] |f:0.1,4.5|. Procedure: To 200 mg (0.821 mmol) 7-hydroxy-1,2,3,4-tetrahydro-3-isoquinoline-4-carboxylic acid methyl ester hydrochloride and 157 mg (0.821 mmol) (S)—N-(1-(4-formylphenyl) ethyl) acetamide (example III) in 5 mL THF are added 141 μL (2.46 mmol) AcOH and the mixture is stirred at r.t. for 10 min. After that time, the resulting mixture is cooled to 0° C., 261 mg (1.23 mmol) sodium triacetoxyborohydride are added and the reaction mixture is stirred at r.t. for 2 h. After that time, the reaction is quenched by...